Dataset: the Open Reaction Database (ORD), a public repository of structured organic reaction records. Task: describe an organic reaction: reactants, conditions, products, and yield The reactants are CC(C=O)CC[C@@H]1[C@H]([C@H]2C([C@@H](C1)C2)(C)C)C ((R/S)-2-methyl-4-[(1S,2R,3S,5S)-3-pinanyl]butanal), [H-].[H-].[H-].[H-].[Li+].[Al+3] (LiAlH4), O (water), [OH-].[Na+] (NaOH), O (water). Run in same solvent, C(C)OCC (ethyl ether), C(C)OCC (ethyl ether). Run at temperature 10 celsius. Yields the product CC(CO)CC[C@@H]1[C@H]([C@H]2C([C@@H](C1)C2)(C)C)C ((R/S)-2-methyl-4-[(1S,2R,3S,5S)-3-pinanyl]-1-butanol). The yield is 80.9%. RXN SMILES: [H-].[H-].[H-].[H-].[Li+].[Al+3].[CH3:7][CH:8]([CH2:11][CH2:12][C@H:13]1[CH2:18][C@H:17]2[CH2:19][C@H:15]([C:16]2([CH3:21])[CH3:20])[C@@H:14]1[CH3:22])[CH:9]=[O:10].O.[OH-].[Na+]>C(OCC)C>[CH3:7][CH:8]([CH2:11][CH2:12][C@H:13]1[CH2:18][C@H:17]2[CH2:19][C@H:15]([C:16]2([CH3:20])[CH3:21])[C@@H:14]1[CH3:22])[CH2:9][OH:10] |f:0.1.2.3.4.5,8.9|. Reported procedure: 7.9 ml (7.9 mmol) of 1M LiAlH4 solution in ethyl ether and 6 ml of anhydrous ethyl ether are charged under nitrogen into a 25 ml three-necked flask equipped with a thermometer, a condenser and a magnetic stirrer and 3.5 g (15.7 mmol) of (R/S)-2-methyl-4-[(1S,2R,3S,5S)-3-pinanyl]butanal diluted in 6 ml of the same solvent are then added. The mixture is heated at reflux for 2 h. and is then cooled to 10° C. 0.3 ml of water, 0.3 ml of 15% aqueous NaOH solution and 0.8 ml of water are added successi... Reactants: Nc1ccc(F)c(Br)c1, [C-]#N, [Li]C(C)(C)C, [Li]CCCC, BrC1CC1, [Cl-], [NH4+], [NH4+], O, C1CCOC1. Product: Fc1ccc(NC2CC2)cc1Br. RXN SMILES: [Br:10][c:11]1[cH:12][c:13]([NH2:14])[cH:15][cH:16][c:17]1[F:18].[C-:24]#[N:25].[C:5]([Li:6])([CH3:7])([CH3:8])[CH3:9].[CH2:19]([Li:20])[CH2:21][CH2:22][CH3:23].[CH:1]1([Br:4])[CH2:2][CH2:3]1.[Cl-:28].[NH4+:27].[NH4+:29].[O:26].[O:30]1[CH2:31][CH2:32][CH2:33][CH2:34]1>>[CH:1]1([NH:14][c:13]2[cH:12][c:11]([Br:10])[c:17]([F:18])[cH:16][cH:15]2)[CH2:2][CH2:3]1. The reactants are C1CCOC1, COC(=O)c1cc(-n2ccccc2=O)ccc1-n1cnc(CN=[N+]=[N-])c1, O, c1ccc(P(c2ccccc2)c2ccccc2)cc1. Yields the product COC(=O)c1cc(-n2ccccc2=O)ccc1-n1cnc(CN)c1. RXN SMILES: [CH2:47]1[O:48][CH2:49][CH2:50][CH2:51]1.[N:1](=[N+:2]=[N-:3])[CH2:4][c:5]1[n:6][cH:7][n:8](-[c:10]2[c:11]([C:12](=[O:13])[O:14][CH3:15])[cH:16][c:17](-[n:20]3[c:21](=[O:26])[cH:22][cH:23][cH:24][cH:25]3)[cH:18][cH:19]2)[cH:9]1.[OH2:27].[c:28]1([P:29]([c:30]2[cH:31][cH:32][cH:33][cH:34][cH:35]2)[c:36]2[cH:37][cH:38][cH:39][cH:40][cH:41]2)[cH:42][cH:43][cH:44][cH:45][cH:46]1>>[NH2:1][CH2:4][c:5]1[n:6][cH:7][n:8](-[c:10]2[c:11]([C:12](=[O:13])[O:14][CH3:15])[cH:16][c:17](-[n:20]3[c:21](=[O:26])[cH:22][cH:23][cH:24][cH:25]3)[cH:18][cH:19]2)[cH:9]1.